The task is: describe an organic reaction: reactants, conditions, products, and yield. This data is from the Open Reaction Database (ORD), a public repository of structured organic reaction records. Reactants: ClC1=NC2=CC(=C(C=C2N=C1Cl)Cl)Cl (2,3,6,7-tetrachloroquinoxaline), N (ammonia), C(C)O (ethanol). Run at temperature 80 celsius, time 8 hour. The product is NC1=NC2=CC(=C(C=C2N=C1OCC)Cl)Cl (2-amino-6,7-dichloro-3-ethoxy-quinoxaline). RXN SMILES: Cl[C:2]1[C:11](Cl)=[N:10][C:9]2[C:4](=[CH:5][C:6]([Cl:14])=[C:7]([Cl:13])[CH:8]=2)[N:3]=1.[NH3:15].[CH2:16]([OH:18])[CH3:17]>>[NH2:15][C:2]1[C:11]([O:18][CH2:16][CH3:17])=[N:10][C:9]2[C:4](=[CH:5][C:6]([Cl:14])=[C:7]([Cl:13])[CH:8]=2)[N:3]=1. Reported procedure: A solution of 3.46 g of 2,3,6,7-tetrachloroquinoxaline in 200 ml of ethanol was saturated with ammonia at 0° C. and was then shaken overnight at 80° C. under pressure in a Cook Hydrogenator. The solution was evaporated to dryness and the residue was triturated with water to obtain a buff crystalline solid. The latter was chromatographed over silica gel and was eluted with a 1-1 ethyl acetate-petroleum ether (b.p.=60° to 80° C.) mixture to obtain 1.36 g of 2-amino-6,7-dichloro-3-ethoxy-quinoxalin... Isolated yield 23.0%. Conditions: time 30 minute. Reactants: [H-].[Na+] (NaH), CN(C)C=O (DMF), BrCCOC (1-bromo-2-methoxyethane), CN(C)C=O (DMF), O (water), C(C)(C)(C)OC(NC=1C=C2C(N(N=C(C2=CC1)Br)C(C)C)=O)=O ((1-Bromo-3-isopropyl-4-oxo-3,4-dihydro-phthalazin-6-yl)-carbamic acid tert-butyl ester), CN(C)C=O (DMF). Reaction SMILES: [C:1]([O:5][C:6](=[O:23])[NH:7][C:8]1[CH:9]=[C:10]2[C:15](=[CH:16][CH:17]=1)[C:14]([Br:18])=[N:13][N:12]([CH:19]([CH3:21])[CH3:20])[C:11]2=[O:22])([CH3:4])([CH3:3])[CH3:2].[H-].[Na+].Br[CH2:27][CH2:28]OC.O.[CH3:32][N:33](C=O)[CH3:34]>>[C:1]([O:5][C:6](=[O:23])[N:7]([C:8]1[CH:9]=[C:10]2[C:15](=[CH:16][CH:17]=1)[C:14]([Br:18])=[N:13][N:12]([CH:19]([CH3:20])[CH3:21])[C:11]2=[O:22])[CH2:27][CH2:28][N:33]([CH3:34])[CH3:32])([CH3:2])([CH3:4])[CH3:3] |f:1.2|. The product is C(C)(C)(C)OC(N(CCN(C)C)C=1C=C2C(N(N=C(C2=CC1)Br)C(C)C)=O)=O ((1-bromo-3-isopropyl-4-oxo-3,4-dihydro-phthalazin-6-yl)-(2-dimethylamino-ethyl)-carbamic acid tert-butyl ester). Procedure: (1-Bromo-3-isopropyl-4-oxo-3,4-dihydro-phthalazin-6-yl)-carbamic acid tert-butyl ester (0.75 g, 1.96 mmol) was dissolved in DMF (10 ml). To this was added NaH (60%, 0.2 g, 4.9 mmol) as a suspension in DMF (5 ml). The mixture was stirred at RT for 30 min then 1-bromo-2-methoxyethane (0.4 g, 2.9 mmol) was added in one portion as a solution in DMF (5 ml) and the reaction mixture was stirred at RT for 3 hours. After this time, the reaction mixture was cooled to RT and water (20 ml) was added cautiou... Reactants: OO (H2O2), C(=O)(C(F)(F)F)OC(=O)C(F)(F)F (TFAA), [O-][N+]1=NC(=NC2=C1C=C1CCCC1=C2)NCCN(CCC)CCC (N1-(1-Oxido-7,8-dihydro-6H-indeno[5,6-e][1,2,4]triazin-3-yl)-N2,N2-dipropyl-1,2-ethanediamine), C(=O)(C(F)(F)F)O (TFA). Solvent: N (NH3), C(Cl)Cl (DCM), C(Cl)Cl (DCM). Conditions: temperature 0 celsius, time 5 minute. Product: [O-][N+]1=NC(=[N+](C2=C1C=C1CCCC1=C2)[O-])NCCN(CCC)CCC (N1-(1,4-Dioxido-7,8-dihydro-6H-indeno[5,6-e][1,2,4]triazin-3-yl)-N2,N2-dipropyl-1,2-ethanediamine). Yield: 48.5%. Reaction SMILES: OO.C(OC(C(F)(F)F)=O)(C(F)(F)F)=[O:4].[O-:16][N+:17]1[C:22]2[CH:23]=[C:24]3[C:28](=[CH:29][C:21]=2[N:20]=[C:19]([NH:30][CH2:31][CH2:32][N:33]([CH2:37][CH2:38][CH3:39])[CH2:34][CH2:35][CH3:36])[N:18]=1)[CH2:27][CH2:26][CH2:25]3.C(O)(C(F)(F)F)=O>C(Cl)Cl.N>[O-:16][N+:17]1[C:22]2[CH:23]=[C:24]3[C:28](=[CH:29][C:21]=2[N+:20]([O-:4])=[C:19]([NH:30][CH2:31][CH2:32][N:33]([CH2:34][CH2:35][CH3:36])[CH2:37][CH2:38][CH3:39])[N:18]=1)[CH2:27][CH2:26][CH2:25]3. Procedure: H2O2 (70%, 0.39 mL, ca. 7.7 mmol) was added dropwise to a stirred solution of TFAA (1.1 mL, 7.7 mmol) in DCM (15 mL) at 0° C. The solution was stirred at 0° C. for 5 min, warmed to 20° C. for 10 min, then cooled to 0° C. and added to a stirred solution of 1-oxide 28 (253 mg, 0.8 mmol) and TFA (0.30 mL, 3.8 mmol) in DCM (20 mL) at 0° C. The solution was stirred at 5° C. for 4 h, diluted with dilute aqueous NH3 solution (10 mL) and extracted with CHCl3 (4×50 mL). The combined organic fraction was ... Reactants: CCOC(C)=O, CN(C)C(=O)N(C)C, NC(=O)c1c(I)c(N)c(I)c(C(=O)O)c1I, O, O=S(Cl)Cl. The product is NC(=O)c1c(I)c(N)c(I)c(C(=O)Cl)c1I. Reaction SMILES: [CH3:1][CH2:2][O:3][C:4](=[O:5])[CH3:6].[CH3:23][N:24]([CH3:25])[C:26](=[O:27])[N:28]([CH3:29])[CH3:30].[NH2:7][c:8]1[c:9]([I:22])[c:10]([C:11](=[O:12])[OH:13])[c:14]([I:21])[c:15]([C:18](=[O:19])[NH2:20])[c:16]1[I:17].[OH2:35].[S:31]([Cl:32])([Cl:33])=[O:34]>>[NH2:7][c:8]1[c:9]([I:22])[c:10]([C:11](=[O:12])[Cl:33])[c:14]([I:21])[c:15]([C:18](=[O:19])[NH2:20])[c:16]1[I:17]. The reactants are C1(=CC=CC=C1)O (phenol), aqueous solution, BrCCCCCCCC (1-bromooctane), [OH-].[K+] (potassium hydroxide), O (water). Reagents/catalysts: [Br-].C(CCC)[N+](CCCC)(CCCC)CCCC (tetra-n-butylammonium bromide). Solvent: C1(=CC=CC=C1)C (toluene). Conditions: time 16 hour. Yields the product C(CCCCCCC)OC1=CC=CC=C1 (octylphenyl ether). Reaction SMILES: [C:1]1([OH:7])[CH:6]=[CH:5][CH:4]=[CH:3][CH:2]=1.Br[CH2:9][CH2:10][CH2:11][CH2:12][CH2:13][CH2:14][CH2:15][CH3:16].[OH-].[K+].O>[Br-].C([N+](CCCC)(CCCC)CCCC)CCC.C1(C)C=CC=CC=1>[CH2:9]([O:7][C:1]1[CH:6]=[CH:5][CH:4]=[CH:3][CH:2]=1)[CH2:10][CH2:11][CH2:12][CH2:13][CH2:14][CH2:15][CH3:16] |f:2.3,5.6|. Reported procedure: A mixture of 224 grams (3 mols) of phenol in the form of a 88% aqueous solution, 193 grams (1 mol) of 1-bromooctane, 30 grams of tetra-n-butylammonium bromide, 224 grams (3 mols) of potassium hydroxide pellets, 500 ml of water and 500 ml of toluene was stirred under a nitrogen atmosphere while it was reflexing for a period of 16 hours. The reaction mixture was allowed to cool and the organic phase was washed with 500 ml, 0.5N sodium hydroxide to remove excess phenol. The toluene layer was washed... Reactants: FC(C=1C=CC2=C(C(=NCC=3N2C(=NN3)CCl)C3=C(C=CC=C3)Cl)C1)(F)F (8-(trifluoromethyl)-1-(chloromethyl)-6-(o-chlorophenyl)-4H-s-triazolo[4,3-a][1,4]benzodiazepine), [I-].[K+] (potassium iodide), [OH-].[K+] (potassium hydroxide), Cl.C1(CC1)CN ((cyclopropylmethyl)-amine hydrochloride), ice. The solvent is O1CCCC1 (tetrahydrofuran), CO (methanol). Reaction conditions: time 18 hour. Product: FC(C=1C=CC2=C(C(=NCC=3N2C(=NN3)CNCC3CC3)C3=C(C=CC=C3)Cl)C1)(F)F (8-(trifluoromethyl)-1-[[(cyclopropylmethyl)amino]methyl]-6-(o-chlorophenyl)-4H-s-triazolo[4,3-a][1,4]benzodiazepine). Reaction SMILES: [OH-].[K+].Cl.[CH:4]1([CH2:7][NH2:8])[CH2:6][CH2:5]1.[F:9][C:10]([F:35])([F:34])[C:11]1[CH:12]=[CH:13][C:14]2[N:20]3[C:21]([CH2:24]Cl)=[N:22][N:23]=[C:19]3[CH2:18][N:17]=[C:16]([C:26]3[CH:31]=[CH:30][CH:29]=[CH:28][C:27]=3[Cl:32])[C:15]=2[CH:33]=1.[I-].[K+]>CO.O1CCCC1>[F:35][C:10]([F:9])([F:34])[C:11]1[CH:12]=[CH:13][C:14]2[N:20]3[C:21]([CH2:24][NH:8][CH2:7][CH:4]4[CH2:6][CH2:5]4)=[N:22][N:23]=[C:19]3[CH2:18][N:17]=[C:16]([C:26]3[CH:31]=[CH:30][CH:29]=[CH:28][C:27]=3[Cl:32])[C:15]=2[CH:33]=1 |f:0.1,2.3,5.6|. Reported procedure: A stirred solution of potassium hydroxide (3.37 g., 0.06 mole) in methanol (30 ml.) is cooled in an ice bath, under nitrogen, and treated with (cyclopropylmethyl)-amine hydrochloride (6.45 g., 0.06 mole). The resulting mixture is kept in the ice bath for 15 minutes, treated with tetrahydrofuran (250 ml.), 8-(trifluoromethyl)-1-(chloromethyl)-6-(o-chlorophenyl)-4H-s-triazolo[4,3-a][1,4]benzodiazepine (6.86 g., 0.02 mole) and potassium iodide (3.32 g., 0.02 mole) and kept at ambient temperature fo...